From a dataset of the Open Reaction Database (ORD), a public repository of structured organic reaction records. describe an organic reaction: reactants, conditions, products, and yield The reactants are C (charcoal), O (water), C(CC)N(CCC)C=C1CC=C(C(=O)OC)C=C1 (methyl 4-(N,N-di-n-propylaminomethylene)benzoate), 3S. Run in Cl (hydrochloric acid). Yields the product C(CC)N(CCC)C=C1CC=C(C(=O)O)C=C1 (4-(N,N-di-n-propylaminomethylene)benzoic acid). Isolated yield 79.5%. RXN SMILES: O.[CH2:2]([N:5]([CH:9]=[C:10]1[CH:19]=[CH:18][C:13]([C:14]([O:16]C)=[O:15])=[CH:12][CH2:11]1)[CH2:6][CH2:7][CH3:8])[CH2:3][CH3:4].C>Cl>[CH2:2]([N:5]([CH:9]=[C:10]1[CH:11]=[CH:12][C:13]([C:14]([OH:16])=[O:15])=[CH:18][CH2:19]1)[CH2:6][CH2:7][CH3:8])[CH2:3][CH3:4]. Procedure: 9 cm3 of distilled water are added to an oily suspension of 2.4 g of methyl 4-(N,N-di-n-propylaminomethylene)benzoate in 9 cm3 of concentrated hydrochloric acid (36% minimum), at a temperature close to 20° C. The reaction mixture is heated under reflux for 24 hours and then supplemented with 3S charcoal, and filtered while hot on a sintered glass. The filtrate is concentrated to dryness under reduced pressure (about 1 kPa) at a temperature close to 40° C. The white solid thus obtained is filtere... Yields the product Cc1ccc(-c2ccc3c(c2)C=C(C(=O)Nc2ccc(C(O)c4cccc[n+]4[O-])cc2)C(C)O3)cc1. Starting materials: [Na+], [Na+], C1CCOC1, Cc1ccc(-c2ccc3c(c2)C=C(C(=O)Nc2ccc(C(O)c4ccccn4)cc2)C(C)O3)cc1, O=C(OO)c1cccc(Cl)c1, O=S([O-])([O-])=S. RXN SMILES: [Na+:52].[Na+:53].[O:54]1[CH2:55][CH2:56][CH2:57][CH2:58]1.[OH:1][CH:2]([c:3]1[cH:4][cH:5][c:6]([NH:9][C:10](=[O:11])[C:12]2=[CH:17][c:16]3[c:15]([cH:21][cH:20][c:19](-[c:22]4[cH:23][cH:24][c:25]([CH3:28])[cH:26][cH:27]4)[cH:18]3)[O:14][CH:13]2[CH3:29])[cH:7][cH:8]1)[c:30]1[n:31][cH:32][cH:33][cH:34][cH:35]1.[OH:36][O:37][C:38]([c:39]1[cH:40][c:41]([Cl:42])[cH:43][cH:44][cH:45]1)=[O:46].[S:47]([O-:48])([O-:49])(=[O:50])=[S:51]>>[OH:1][CH:2]([c:3]1[cH:4][cH:5][c:6]([NH:9][C:10](=[O:11])[C:12]2=[CH:17][c:16]3[c:15]([cH:21][cH:20][c:19](-[c:22]4[cH:23][cH:24][c:25]([CH3:28])[cH:26][cH:27]4)[cH:18]3)[O:14][CH:13]2[CH3:29])[cH:7][cH:8]1)[c:30]1[n+:31]([O-:36])[cH:32][cH:33][cH:34][cH:35]1.